From a dataset of the Open Reaction Database (ORD), a public repository of structured organic reaction records. describe an organic reaction: reactants, conditions, products, and yield The reactants are CC1(C)CC(c2ccccc2N2CCNCC2)CC(C)(C)C1, CC(C)O, CCCCC1CO1. Yields the product CCCCC(O)CN1CCN(c2ccccc2C2CC(C)(C)CC(C)(C)C2)CC1. As a reaction SMILES: [CH3:1][C:2]1([CH3:22])[CH2:3][CH:4]([c:10]2[c:11]([N:16]3[CH2:17][CH2:18][NH:19][CH2:20][CH2:21]3)[cH:12][cH:13][cH:14][cH:15]2)[CH2:5][C:6]([CH3:8])([CH3:9])[CH2:7]1.[CH3:30][CH:31]([OH:32])[CH3:33].[O:23]1[CH2:24][CH:25]1[CH2:26][CH2:27][CH2:28][CH3:29]>>[CH3:1][C:2]1([CH3:22])[CH2:3][CH:4]([c:10]2[c:11]([N:16]3[CH2:17][CH2:18][N:19]([CH2:24][CH:25]([OH:23])[CH2:26][CH2:27][CH2:28][CH3:29])[CH2:20][CH2:21]3)[cH:12][cH:13][cH:14][cH:15]2)[CH2:5][C:6]([CH3:8])([CH3:9])[CH2:7]1. Starting materials: O=C([O-])[O-], COc1cc(Cl)ccc1I, [Cs+], [Cs+], [Cu]I, C1COCCO1, c1c[nH]cn1. Yields the product COc1cc(Cl)ccc1-n1ccnc1. Reaction SMILES: [C:16](=[O:17])([O-:18])[O-:19].[Cl:1][c:2]1[cH:3][c:4]([O:9][CH3:10])[c:5]([I:8])[cH:6][cH:7]1.[Cs+:20].[Cs+:21].[Cu:28][I:29].[O:22]1[CH2:23][CH2:24][O:25][CH2:26][CH2:27]1.[nH:11]1[cH:12][n:13][cH:14][cH:15]1>>[Cl:1][c:2]1[cH:3][c:4]([O:9][CH3:10])[c:5](-[n:11]2[cH:12][n:13][cH:14][cH:15]2)[cH:6][cH:7]1. Starting materials: Cl (hydrochloric acid), [H-].[Na+] (sodium hydride), OCC=1C=C(OC2=NC=CC=C2CC(=O)OC)C=CC1 (methyl 2-(3-hydroxymethylphenoxy)pyridin-3-ylacetate), C(=O)OC (methyl formate). Run in O (water), CN(C)C=O (DMF), CN(C)C=O (DMF). Run at time 3 hour. The product is OCC=1C=C(OC2=NC=CC=C2/C(/C(=O)OC)=C\OC)C=CC1 ((E)-methyl 2-[2-(3-hydroxymethylphenoxy)pyridin-3-yl]-3-methoxypropenoate). Yield: 15.0%. RXN SMILES: [H-].[Na+].[OH:3][CH2:4][C:5]1[CH:6]=[C:7]([CH:20]=[CH:21][CH:22]=1)[O:8][C:9]1[C:14]([CH2:15][C:16]([O:18][CH3:19])=[O:17])=[CH:13][CH:12]=[CH:11][N:10]=1.[CH:23]([O:25][CH3:26])=O.Cl>CN(C=O)C.O>[OH:3][CH2:4][C:5]1[CH:6]=[C:7]([CH:20]=[CH:21][CH:22]=1)[O:8][C:9]1[C:14](/[C:15](=[CH:23]\[O:25][CH3:26])/[C:16]([O:18][CH3:19])=[O:17])=[CH:13][CH:12]=[CH:11][N:10]=1 |f:0.1|. Procedure details: To a stirred suspension of sodium hydride (1.056 g, 50% dispersion in oil, pre-washed with petroleum ether) in dry DMF (15 ml) at 0°-5° C. was added dropwise over 5 minutes a solution containing methyl 2-(3-hydroxymethylphenoxy)pyridin-3-ylacetate (2.0 g) and methyl formate (9 ml) in DMF (effervescence). After the addition was complete, the reaction mixture was allowed to warm to room temperature. After stirring for a further 3 hours, the reaction mixture was carefully poured into water, neutral... Starting materials: CCCc1cc(C)[nH]c(=O)c1CNC(=O)c1cc(C=CC(=O)OCC)cc2c1c(C)cn2C(C)C, CCO. The product is CCCc1cc(C)[nH]c(=O)c1CNC(=O)c1cc(CCC(=O)OCC)cc2c1c(C)cn2C(C)C. RXN SMILES: [CH3:1][c:2]1[cH:3][n:4]([CH:33]([CH3:34])[CH3:35])[c:5]2[cH:6][c:7]([CH:26]=[CH:27][C:28](=[O:29])[O:30][CH2:31][CH3:32])[cH:8][c:9]([C:11](=[O:12])[NH:13][CH2:14][c:15]3[c:16](=[O:25])[nH:17][c:18]([CH3:24])[cH:19][c:20]3[CH2:21][CH2:22][CH3:23])[c:10]12.[CH3:36][CH2:37][OH:38]>>[CH3:1][c:2]1[cH:3][n:4]([CH:33]([CH3:34])[CH3:35])[c:5]2[cH:6][c:7]([CH2:26][CH2:27][C:28](=[O:29])[O:30][CH2:31][CH3:32])[cH:8][c:9]([C:11](=[O:12])[NH:13][CH2:14][c:15]3[c:16](=[O:25])[nH:17][c:18]([CH3:24])[cH:19][c:20]3[CH2:21][CH2:22][CH3:23])[c:10]12. The reactants are COC1=C(CO)C=CC=C1 (2-methoxybenzyl alcohol), S(=O)(Cl)Cl (thionyl chloride). Run in ClCCl (dichloromethane), ClCCl (dichloromethane). Product: COC1=C(CCl)C=CC=C1 (2-Methoxybenzyl chloride). As a reaction SMILES: [CH3:1][O:2][C:3]1[CH:10]=[CH:9][CH:8]=[CH:7][C:4]=1[CH2:5]O.S(Cl)([Cl:13])=O>ClCCl>[CH3:1][O:2][C:3]1[CH:10]=[CH:9][CH:8]=[CH:7][C:4]=1[CH2:5][Cl:13]. Procedure details: In a nitrogen atmosphere, 2.00 g (14.5 mmol.) of 2-methoxybenzyl alcohol was dissolved in 10 ml of dichloromethane. The obtained solution was placed in an ice-bath, and to this was dropwise added a solution of 1.06 ml (14.6 mmol.) of thionyl chloride in 2 ml of dichloromethane. The reactants are O (water), [Cl-] (chloride), [S-]C#N.[K+] (potassium thiocyanate), NC=1SC=C(N1)C1=CC=2CCCCC2C=C1 (2-amino-4-(5,6,7,8-tetrahydro-2-naphthyl)thiazole). Solvent: O1CCOCC1 (dioxane). Run at time 4 hour. Product: C(C)C(C(=O)NC(=S)NC=1SC=C(N1)C1=CC=2CCCCC2C=C1)CCCC (1-(2-ethylhexanoyl) 3-[4-(5,6,7,8-tetrahydro-2-naphthyl)-2-thiazolyl]thiourea). Yield: 58.1%. Reaction SMILES: [Cl-].[S-:2][C:3]#[N:4].[K+].[NH2:6][C:7]1[S:8][CH:9]=[C:10]([C:12]2[CH:21]=[CH:20][C:19]3[CH2:18][CH2:17][CH2:16][CH2:15][C:14]=3[CH:13]=2)[N:11]=1.[OH2:22]>O1CCOCC1>[CH2:10]([CH:12]([CH2:13][CH2:14][CH2:19][CH3:18])[C:21]([NH:4][C:3]([NH:6][C:7]1[S:8][CH:9]=[C:10]([C:12]2[CH:21]=[CH:20][C:19]3[CH2:18][CH2:17][CH2:16][CH2:15][C:14]=3[CH:13]=2)[N:11]=1)=[S:2])=[O:22])[CH3:9] |f:1.2|. Procedure: 2-Ethylexanoyl chloride (0.43 g) was added to a solution of potassium thiocyanate (0.506 g) in dioxane (10 ml), followed by stirring at 55° to 60° C. for 4 hours. Then, 2-amino-4-(5,6,7,8-tetrahydro-2-naphthyl)thiazole (0.5 g) was added to the solution, which was stirred at 55° to 60° C. for 3 hours. The reaction mixture was poured into water, and the crystals which separated out were recovered by filtration, washed with water and isopropyl ether, successively, and recrystallized from dichlorome... Reactants: N(N)C1=CC(NC(N1CC(C)C)=O)=O (6-hydrazino-1-isobutylpyrimidine-2,4(1H,3H)-dione), ClC=1C=C2C(=CC=NC2=CC1)C=O (6-chloroquinoline-4-carbaldehyde), C(=O)C1=CC(=CN1C)C#N (5-formyl-1-methyl-1H-pyrrole-3-carbonitrile). The product is ClC=1C=C2C(=CC=NC2=CC1)CN1N=C2N(C(NC(C2=C1C1=CC(=CN1C)C#N)=O)=O)CC(C)C (5-{2-[(6-chloroquinolin-4-yl)methyl]-7-isobutyl-4,6-dioxo-4,5,6,7-tetrahydro-2H-pyrazolo[3,4-d]pyrimidin-3-yl}-1-methyl-1H-pyrrole-3-carbonitrile). As a reaction SMILES: [NH:1]([C:3]1[N:8]([CH2:9][CH:10]([CH3:12])[CH3:11])[C:7](=[O:13])[NH:6][C:5](=[O:14])[CH:4]=1)[NH2:2].[Cl:15][C:16]1[CH:17]=[C:18]2[C:23](=[CH:24][CH:25]=1)[N:22]=[CH:21][CH:20]=[C:19]2[CH:26]=O.[CH:28]([C:30]1[N:34]([CH3:35])[CH:33]=[C:32]([C:36]#[N:37])[CH:31]=1)=O>>[Cl:15][C:16]1[CH:17]=[C:18]2[C:23](=[CH:24][CH:25]=1)[N:22]=[CH:21][CH:20]=[C:19]2[CH2:26][N:2]1[C:28]([C:30]2[N:34]([CH3:35])[CH:33]=[C:32]([C:36]#[N:37])[CH:31]=2)=[C:4]2[C:3]([N:8]([CH2:9][CH:10]([CH3:11])[CH3:12])[C:7](=[O:13])[NH:6][C:5]2=[O:14])=[N:1]1. Procedure details: This compound was made following the procedure described above, starting with 6-hydrazino-1-isobutylpyrimidine-2,4(1H,3H)-dione, and condensing first with 6-chloroquinoline-4-carbaldehyde, followed by 5-formyl-1-methyl-1H-pyrrole-3-carbonitrile. ES M+H+=463. Reactants: OC[C@]12CCC(C=C1[C@H](C[C@H]1[C@@H]3CCC([C@@]3(C)CC[C@H]21)=O)C)=O (19-hydroxy-6α-methyl-4-androstene-3,17-dione), O[C@H]1[C@]2(C)[C@@H](CC1)[C@@H]1[C@@H](CC3=CC(CC[C@]3(CO)[C@H]1CC2)=O)C (17α,19-dihydroxy-7α-methyl-4-androsten-3-one). The product is 4,17α-dimethyl-4-androstene-3α,17β,19-triol, C[C@H]1C[C@H]2[C@@H]3CC[C@@H]([C@@]3(C)CC[C@@H]2[C@]2(CC[C@H](C=C12)O)CO)O (6α-methyl-4-androstene-3α,17β,19-triol). Reaction SMILES: [OH:1][CH2:2][C@@:3]12[C@@H:20]3[C@H:11]([C@H:12]4[C@@:16]([CH2:18][CH2:19]3)([CH3:17])[C:15](=[O:21])[CH2:14][CH2:13]4)[CH2:10][C@H:9]([CH3:22])[C:8]1=[CH:7][C:6](=[O:23])[CH2:5][CH2:4]2.O[C@@H]1CC[C@H]2[C@H]3[C@H](CC[C@]12C)[C@]1(CO)C(=CC(=O)CC1)C[C@H]3C>>[CH3:22][C@@H:9]1[C:8]2[C@:3]([CH2:2][OH:1])([CH2:4][CH2:5][C@@H:6]([OH:23])[CH:7]=2)[C@@H:20]2[C@H:11]([C@H:12]3[C@@:16]([CH2:18][CH2:19]2)([CH3:17])[C@@H:15]([OH:21])[CH2:14][CH2:13]3)[CH2:10]1. Reported procedure: Substituting 17β,19-dihydroxy-4,17α-dimethyl-4-androsten-3-one and 19-hydroxy-6α-methyl-4-androstene-3,17-dione for 17α,19-dihydroxy-7α-methyl-4-androsten-3-one above results in the preparation of 4,17α-dimethyl-4-androstene-3α,17β,19-triol and 6α-methyl-4-androstene-3α,17β,19-triol, respectively.